From a dataset of the Open Reaction Database (ORD), a public repository of structured organic reaction records. describe an organic reaction: reactants, conditions, products, and yield The reactants are pyridinium bromide perbromide, Br (hydrobromic acid), C(C)(=O)C1=CC=NC=C1 (4-acetylpyridine). Run in C(C)(=O)O (acetic acid), C(C)(=O)O (acetic acid). Yields the product Br.BrCC(=O)C1=CC=NC=C1 (α-Bromo-4-acetylpyridine hydrobromide). RXN SMILES: C1C=C[NH+]=CC=1.[Br:7][Br-]Br.[BrH:10].[C:11]([C:14]1[CH:19]=[CH:18][N:17]=[CH:16][CH:15]=1)(=[O:13])[CH3:12]>C(O)(=O)C>[BrH:7].[Br:10][CH2:12][C:11]([C:14]1[CH:19]=[CH:18][N:17]=[CH:16][CH:15]=1)=[O:13] |f:0.1,5.6|. Procedure details: A twelve-liter three neck flask fitted with an efficient mechanical stirrer, 250 mL dropping funnel, and internal thermometer was charged with glacial acetic acid (5000 mL), pyridinium bromide perbromide (90%, 830 g, 2.60 mol) and 30% hydrobromic acid in acetic acid (525 mL). After stirring at room temperature for ninety minutes, 4-acetylpyridine (250 g, 2.07 mol) was added dropwise over forty-five minutes. Upon completion of the addition the reaction mixture was cooled with an ice bath to 15° C...